From a dataset of the Open Reaction Database (ORD), a public repository of structured organic reaction records. describe an organic reaction: reactants, conditions, products, and yield Starting materials: CC=1OC2=C(C=CC=C2C(C1)=O)C=O (2-methyl-4-oxo-4H-chromene-8-carbaldehyde), O=C(CC(=O)OCC)C (ethyl 3-oxobutanoate), NC(=CC(=O)C1=CC=C(C=C1)C(C)(C)C)C (3-amino-1-[4-(tert-butyl)phenyl]but-2-en-1-one), C(C)(=O)O (acetic acid). Solvent: CC(C)O (2-propanol). Yields the product CC=1NC(=C(C(C1C(=O)OCC)C=1C=CC=C2C(C=C(OC12)C)=O)C(C1=CC=C(C=C1)C(C)(C)C)=O)C (Ethyl 2,6-dimethyl-5-[4-(tert-butyl)benzoyl]-4-(2-methyl-4-oxo-4H-chromen-8-yl)-1,4-dihydro-pyridine-3-carboxylate). As a reaction SMILES: [CH3:1][C:2]1[O:3][C:4]2[C:9]([C:10](=[O:12])[CH:11]=1)=[CH:8][CH:7]=[CH:6][C:5]=2[CH:13]=O.O=[C:16]([CH3:23])[CH2:17][C:18]([O:20][CH2:21][CH3:22])=[O:19].[NH2:24][C:25]([CH3:39])=[CH:26][C:27]([C:29]1[CH:34]=[CH:33][C:32]([C:35]([CH3:38])([CH3:37])[CH3:36])=[CH:31][CH:30]=1)=[O:28].C(O)(=O)C>CC(O)C>[CH3:23][C:16]1[NH:24][C:25]([CH3:39])=[C:26]([C:27](=[O:28])[C:29]2[CH:34]=[CH:33][C:32]([C:35]([CH3:37])([CH3:36])[CH3:38])=[CH:31][CH:30]=2)[CH:13]([C:5]2[CH:6]=[CH:7][CH:8]=[C:9]3[C:4]=2[O:3][C:2]([CH3:1])=[CH:11][C:10]3=[O:12])[C:17]=1[C:18]([O:20][CH2:21][CH3:22])=[O:19]. Procedure details: 100 mg (0.53 mmol) of 2-methyl-4-oxo-4H-chromene-8-carbaldehyde are dissolved with 69 mg (0.53 mmol) of ethyl 3-oxobutanoate, 115 mg (0.53 mmol) of 3-amino-1-[4-(tert-butyl)phenyl]but-2-en-1-one and 5 μl (0.053 mmol) of acetic acid in 8 ml of 2-propanol and heated under reflux under argon for 30 h. The solvent is removed in vacuo, and the residue is purified by preparative HPLC. 169 mg (64% of theory) of the title compound are obtained as a yellow solid. Reactants: CCCCCCCC[S-], CCCCCCCCS, CO, [K+]. The product is CCCCCCCCSC. RXN SMILES: [CH2:12]([S-:13])[CH2:14][CH2:15][CH2:16][CH2:17][CH2:18][CH2:19][CH3:20].[CH2:1]([CH2:2][CH2:3][CH2:4][CH2:5][CH2:6][CH2:7][CH3:8])[SH:9].[CH3:10][OH:11].[K+:21]>>[CH2:1]([CH2:2][CH2:3][CH2:4][CH2:5][CH2:6][CH2:7][CH3:8])[S:9][CH3:12]. Reactants: [BH4-], ClCCl, O=C(O)c1cc(Cl)c(Cl)s1, [Na+], C1COCCO1, O, O=S(Cl)Cl. The product is OCc1cc(Cl)c(Cl)s1. Reaction SMILES: [BH4-:15].[CH2:18]([Cl:19])[Cl:20].[Cl:1][c:2]1[cH:3][c:4]([C:8](=[O:9])[OH:10])[s:5][c:6]1[Cl:7].[Na+:16].[O:21]1[CH2:22][CH2:23][O:24][CH2:25][CH2:26]1.[OH2:17].[S:11]([Cl:12])([Cl:13])=[O:14]>>[Cl:1][c:2]1[cH:3][c:4]([CH2:8][OH:9])[s:5][c:6]1[Cl:7]. Starting materials: CCOC(=O)CBr, CCC(=O)CC(=O)CC, [H-], [Na+], C1CCOC1. Product: CCOC(=O)CC(C(=O)CC)C(=O)CC. Reaction SMILES: [CH2:12]([CH3:13])[O:14][C:15]([CH2:16][Br:17])=[O:18].[CH3:1][CH2:2][C:3]([CH2:4][C:5]([CH2:6][CH3:7])=[O:8])=[O:9].[H-:10].[Na+:11].[O:19]1[CH2:20][CH2:21][CH2:22][CH2:23]1>>[CH3:1][CH2:2][C:3]([CH:4]([C:5]([CH2:6][CH3:7])=[O:8])[CH2:16][C:15]([O:14][CH2:12][CH3:13])=[O:18])=[O:9]. Starting materials: ClC1=C(CN2C(=NC=3N(C(N(C(C23)=O)C)=O)C)N2CC(CCC2)C(=O)OCC)C(=CC=C1)F (ethyl 1-[7-(2-chloro-6-fluorobenzyl)-1,3-dimethyl-2,6-dioxo-2,3,6,7-tetrahydro-1H-purin-8-yl]piperidine-3-carboxylate), [Li+].[OH-] (LiOH). Run in C1CCOC1 (THF), O (H2O), C1CCOC1 (THF). Product: ClC1=C(CN2C(=NC=3N(C(N(C(C23)=O)C)=O)C)N2CC(CCC2)C(=O)O)C(=CC=C1)F (1-[7-(2-Chloro-6-fluorobenzyl)-1,3-dimethyl-2,6-dioxo-2,3,6,7-tetrahydro-1H-purin-8-yl]piperidine-3-carboxylic acid). The yield is 103.7%. RXN SMILES: [Cl:1][C:2]1[CH:32]=[CH:31][CH:30]=[C:29]([F:33])[C:3]=1[CH2:4][N:5]1[C:13]2[C:12](=[O:14])[N:11]([CH3:15])[C:10](=[O:16])[N:9]([CH3:17])[C:8]=2[N:7]=[C:6]1[N:18]1[CH2:23][CH2:22][CH2:21][CH:20]([C:24]([O:26]CC)=[O:25])[CH2:19]1.[Li+].[OH-]>C1COCC1.O>[Cl:1][C:2]1[CH:32]=[CH:31][CH:30]=[C:29]([F:33])[C:3]=1[CH2:4][N:5]1[C:13]2[C:12](=[O:14])[N:11]([CH3:15])[C:10](=[O:16])[N:9]([CH3:17])[C:8]=2[N:7]=[C:6]1[N:18]1[CH2:23][CH2:22][CH2:21][CH:20]([C:24]([OH:26])=[O:25])[CH2:19]1 |f:1.2|. Reported procedure: A solution of ethyl 1-[7-(2-chloro-6-fluorobenzyl)-1,3-dimethyl-2,6-dioxo-2,3,6,7-tetrahydro-1H-purin-8-yl]piperidine-3-carboxylate (5.0 g, 10.5 mmol) in 75 mL THF and 25 mL H2O at room temperature was treated with solid LiOH (1.8 g, 43.9 mmol). After stirring overnight the THF was removed under reduced pressure, and the residue was diluted with H2O. The aqueous layer was acidified to pH 4, and the aqueous layer was extracted with CH2Cl2. The combined extracts were concentrated under reduced pre...